Dataset: the Open Reaction Database (ORD), a public repository of structured organic reaction records. Task: describe an organic reaction: reactants, conditions, products, and yield Starting materials: C1CCOC1, Nc1cc(F)ccc1[N+](=O)[O-], Nc1nc2ccccc2[nH]1. Yields the product Nc1ccc([N+](=O)[O-])c(N)c1. RXN SMILES: [CH2:22]1[O:23][CH2:24][CH2:25][CH2:26]1.[F:11][c:12]1[cH:13][cH:14][c:15]([N+:19](=[O:20])[O-:21])[c:16]([NH2:18])[cH:17]1.[NH2:1][c:2]1[nH:3][c:4]2[c:5]([cH:6][cH:7][cH:8][cH:9]2)[n:10]1>>[NH2:1][c:12]1[cH:13][cH:14][c:15]([N+:19](=[O:20])[O-:21])[c:16]([NH2:18])[cH:17]1. Reactants: [Al+3], Cl, CCCCCCCCC(F)(C(=O)Cl)C(F)(F)F, [H-], [H-], [H-], [H-], [Li+]. Product: CCCCCCCCC(F)(CO)C(F)(F)F. RXN SMILES: [Al+3:19].[ClH:24].[F:1][C:2]([C:3](=[O:4])[Cl:5])([CH2:6][CH2:7][CH2:8][CH2:9][CH2:10][CH2:11][CH2:12][CH3:13])[C:14]([F:15])([F:16])[F:17].[H-:18].[H-:21].[H-:22].[H-:23].[Li+:20]>>[F:1][C:2]([CH2:3][OH:4])([CH2:6][CH2:7][CH2:8][CH2:9][CH2:10][CH2:11][CH2:12][CH3:13])[C:14]([F:15])([F:16])[F:17].